Dataset: the Open Reaction Database (ORD), a public repository of structured organic reaction records. Task: describe an organic reaction: reactants, conditions, products, and yield The reactants are BrC=1C(NN=C(C1NCC1=CC(=C(C=C1)OC)OCCCC)N)=O (4-bromo-5-(3-n-butoxy-4-methoxybenzylamino)-6-amino-3(2H)pyridazinone), BrC=1C(NN=C(C1NCC1=CC(=C(C=C1)OC)OCCCC)[N+](=O)[O-])=O (4-bromo-5-(3-n-butoxy-4-methoxybenzylamino)-6-nitro-3(2H)pyridazinone), C(C)I (ethyl iodide), C([O-])([O-])=O.[K+].[K+] (potassium carbonate). Solvent: C(Cl)(Cl)Cl.CO (chloroform methanol), C(C)C(=O)C (methyl ethyl ketone). Conditions: time 2 hour. Product: C(C)N1N=C(C(=C(C1=O)Br)NCC1=CC(=C(C=C1)OC)OCCCC)N (2-ethyl-4-bromo-5-(3-n-butoxy-4-methoxybenzylamino)-6-amino-3(2H)pyridazinone). RXN SMILES: [Br:1][C:2]1[C:3](=[O:24])[NH:4][N:5]=[C:6]([NH2:23])[C:7]=1[NH:8][CH2:9][C:10]1[CH:15]=[CH:14][C:13]([O:16][CH3:17])=[C:12]([O:18][CH2:19][CH2:20][CH2:21][CH3:22])[CH:11]=1.Br[C:26]1C(=O)NN=C([N+]([O-])=O)[C:31]=1NCC1C=CC(OC)=C(OCCCC)C=1.C(I)C.C(=O)([O-])[O-].[K+].[K+]>C(Cl)(Cl)Cl.CO.C(C(C)=O)C>[CH2:26]([N:4]1[C:3](=[O:24])[C:2]([Br:1])=[C:7]([NH:8][CH2:9][C:10]2[CH:15]=[CH:14][C:13]([O:16][CH3:17])=[C:12]([O:18][CH2:19][CH2:20][CH2:21][CH3:22])[CH:11]=2)[C:6]([NH2:23])=[N:5]1)[CH3:31] |f:3.4.5,6.7|. Reported procedure: A mixture comprising 280 mg of 4-bromo-5-(3-n-butoxy-4-methoxybenzylamino)-6-amino-3(2H)pyridazinone (Compound No. 30) prepared according to the process of Example 3 from 4-bromo-5-(3-n-butoxy-4-methoxybenzylamino)-6-nitro-3(2H)pyridazinone (Compound No. 29) as the starting material, 0.29 ml of ethyl iodide, 487 mg of anhydrous potassium carbonate and 15 ml of methyl ethyl ketone, was refluxed under stirring for 2 hours. The solvent was distilled off under reduced pressure, and water was added t... Starting materials: BrC=1C=CC(=NC1)C(=O)O (5-bromo-2-picolinic acid), C(C)C=1C=C(C(=NC1)N1CCNCC1)C (1-(5-ethyl-3-methylpyridin-2-yl)piperazine). Isolated yield 42.8%. As a reaction SMILES: [Br:1][C:2]1[CH:3]=[CH:4][C:5]([C:8]([OH:10])=O)=[N:6][CH:7]=1.[CH2:11]([C:13]1[CH:14]=[C:15]([CH3:25])[C:16]([N:19]2[CH2:24][CH2:23][NH:22][CH2:21][CH2:20]2)=[N:17][CH:18]=1)[CH3:12]>>[Br:1][C:2]1[CH:3]=[CH:4][C:5]([C:8]([N:22]2[CH2:23][CH2:24][N:19]([C:16]3[C:15]([CH3:25])=[CH:14][C:13]([CH2:11][CH3:12])=[CH:18][N:17]=3)[CH2:20][CH2:21]2)=[O:10])=[N:6][CH:7]=1. Procedure details: Using 5-bromo-2-picolinic acid (206 mg) and 1-(5-ethyl-3-methylpyridin-2-yl)piperazine (220 mg) described in Preparation Example 81 and by the reaction and treatment in the same manner as in Preparation Example 109, the title compound (170 mg) was obtained. The product is BrC=1C=CC(=NC1)C(=O)N1CCN(CC1)C1=NC=C(C=C1C)CC ((5-bromopyridin-2-yl)[4-(5-ethyl-3-methylpyridin-2-yl)piperazin-1-yl]methanone).